This data is from the Open Reaction Database (ORD), a public repository of structured organic reaction records. The task is: describe an organic reaction: reactants, conditions, products, and yield The reactants are CCOC(=O)c1cc2cc(OCCC3CCCN3C)ccc2[nH]1, CCOC(=O)c1cc2cc(O)ccc2[nH]1, CN1CCCC1CCO. The product is CN1CCCC1CCOc1ccc2[nH]c(C(=O)O)cc2c1. As a reaction SMILES: [CH2:1]([CH3:2])[O:3][C:4](=[O:5])[c:6]1[nH:7][c:8]2[cH:9][cH:10][c:11]([O:15][CH2:16][CH2:17][CH:18]3[N:19]([CH3:23])[CH2:20][CH2:21][CH2:22]3)[cH:12][c:13]2[cH:14]1.[CH2:24]([O:25][C:26]([c:27]1[nH:28][c:29]2[c:30]([cH:31]1)[cH:32][c:33]([OH:34])[cH:35][cH:36]2)=[O:37])[CH3:38].[CH3:39][N:40]1[CH2:41][CH2:42][CH2:43][CH:44]1[CH2:45][CH2:46][OH:47]>>[O:3]=[C:4]([OH:5])[c:6]1[nH:7][c:8]2[cH:9][cH:10][c:11]([O:15][CH2:16][CH2:17][CH:18]3[N:19]([CH3:23])[CH2:20][CH2:21][CH2:22]3)[cH:12][c:13]2[cH:14]1. The reactants are Cc1cc2c(s1)Nc1ccccc1N=C2N, Cc1ccccc1, CS(C)=O, CCOC(C)=O, c1cc(CCC2CNCCN2)co1. The product is Cc1cc2c(s1)Nc1ccccc1N=C2N1CCNC(CCc2ccoc2)C1. As a reaction SMILES: [CH3:14][c:15]1[cH:16][c:17]2[c:23]([s:24]1)[NH:22][c:21]1[c:20]([cH:28][cH:27][cH:26][cH:25]1)[N:19]=[C:18]2[NH2:29].[CH3:30][c:31]1[cH:32][cH:33][cH:34][cH:35][cH:36]1.[CH3:37][S:38]([CH3:39])=[O:40].[CH3:41][CH2:42][O:43][C:44](=[O:45])[CH3:46].[o:1]1[cH:2][c:3]([CH2:6][CH2:7][CH:8]2[NH:9][CH2:10][CH2:11][NH:12][CH2:13]2)[cH:4][cH:5]1>>[o:1]1[cH:2][c:3]([CH2:6][CH2:7][CH:8]2[NH:9][CH2:10][CH2:11][N:12]([C:18]3=[N:19][c:20]4[c:21]([cH:25][cH:26][cH:27][cH:28]4)[NH:22][c:23]4[c:17]3[cH:16][c:15]([CH3:14])[s:24]4)[CH2:13]2)[cH:4][cH:5]1. The reactants are N (NH3), C(C)C1=CC(=C(OC2=C(C=C(C=C2)S(=O)(=O)Cl)F)C=C1)OC (4-(4-ethyl-2-methoxyphenoxy)-3-fluorobenzenesulfonyl chloride). Solvent: C1CCOC1 (THF), C(C)(=O)OCC (ethyl acetate). Reaction conditions: time 8 hour. Product: C(C)C1=CC(=C(OC2=C(C=C(C=C2)S(=O)(=O)N)F)C=C1)OC (4-(4-ethyl-2-methoxyphenoxy)-3-fluorobenzenesulfonamide). Yield: 33.0%. RXN SMILES: [NH3:1].[CH2:2]([C:4]1[CH:21]=[CH:20][C:7]([O:8][C:9]2[CH:14]=[CH:13][C:12]([S:15](Cl)(=[O:17])=[O:16])=[CH:11][C:10]=2[F:19])=[C:6]([O:22][CH3:23])[CH:5]=1)[CH3:3]>C1COCC1.C(OCC)(=O)C>[CH2:2]([C:4]1[CH:21]=[CH:20][C:7]([O:8][C:9]2[CH:14]=[CH:13][C:12]([S:15]([NH2:1])(=[O:17])=[O:16])=[CH:11][C:10]=2[F:19])=[C:6]([O:22][CH3:23])[CH:5]=1)[CH3:3]. Procedure details: Conc. NH3 (5.0 mmol; 0.28 mL) was slowly added to a solution of 4-(4-ethyl-2-methoxyphenoxy)-3-fluorobenzenesulfonyl chloride (1.0 mmol; 344 mg) in THF (5 mL), under argon at 0° C. The reaction was stirred overnight with slow warming to room temperature. Diluted with ethyl acetate (5 mL), the mixture was washed with HCl (1N), and sat. NH4Cl. The organic phase was dried over MgSO4, concentrated. The residue was purified by chromatography (dichloromethane/ethyl acetate gradient) to yield the title... Reactants: ClCCl (dichloromethane), [OH-].[K+] (Potassium hydroxide), C(C1=CC=CC=C1)OC1=CC=C(C=C1)C=1C(=C2N3C1C=C(C3=CC=C2)C(=O)OC)CC (Methyl 3-(4-benzyloxyphenyl)-4-ethylpyrrolo[2,1,5-cd]indolizine-1-carboxylate). The solvent is O (water), O (water), CO (methanol). Yields the product C(C1=CC=CC=C1)OC1=CC=C(C=C1)C=1C(=C2N3C1C=C(C3=CC=C2)C(=O)O)CC (3-(4-benzyloxyphenyl)-4-ethylpyrrolo[2,1,5-cd]indolizine-1-carboxylic acid). Yield: 26.2%. Reaction SMILES: [CH2:1]([O:8][C:9]1[CH:14]=[CH:13][C:12]([C:15]2[C:16]([CH2:30][CH3:31])=[C:17]3[CH:25]=[CH:24][CH:23]=[C:22]4[N:18]3[C:19]=2[CH:20]=[C:21]4[C:26]([O:28]C)=[O:27])=[CH:11][CH:10]=1)[C:2]1[CH:7]=[CH:6][CH:5]=[CH:4][CH:3]=1.[OH-].[K+].ClCCl>CO.O>[CH2:1]([O:8][C:9]1[CH:14]=[CH:13][C:12]([C:15]2[C:16]([CH2:30][CH3:31])=[C:17]3[CH:25]=[CH:24][CH:23]=[C:22]4[N:18]3[C:19]=2[CH:20]=[C:21]4[C:26]([OH:28])=[O:27])=[CH:11][CH:10]=1)[C:2]1[CH:7]=[CH:6][CH:5]=[CH:4][CH:3]=1 |f:1.2|. Procedure: Methyl 3-(4-benzyloxyphenyl)-4-ethylpyrrolo[2,1,5-cd]indolizine-1-carboxylate (2.92 g, 7.13 mmol) was dissolved in 200 ml of methanol and 20 ml of water. Potassium hydroxide (6.40 g, 114 mmol) was added and the mixture was heated to reflux for 3 days. The reaction mixture was allowed to cool to room temperature and the methanol was evaporated. The orange solid was partitioned between 200 ml of dichloromethane and 200 ml of 1M hydrochloric acid and acidified with concentrated hydrochloric acid un... Reactants: CCOC(=O)c1c(C)[nH]oc1=O, CCCI, [Na], CN(C)C=O. Product: CCCn1oc(=O)c(C(=O)OCC)c1C. RXN SMILES: [CH3:2][c:3]1[nH:4][o:5][c:6](=[O:13])[c:7]1[C:8](=[O:9])[O:10][CH2:11][CH3:12].[I:14][CH2:15][CH2:16][CH3:17].[Na:1].[O:18]=[CH:19][N:20]([CH3:21])[CH3:22]>>[CH3:2][c:3]1[n:4]([CH2:15][CH2:16][CH3:17])[o:5][c:6](=[O:13])[c:7]1[C:8](=[O:9])[O:10][CH2:11][CH3:12]. The reactants are O (Water), CO (methanol), C[O-].[Na+] (sodium methoxide), FC=1C(=CC2=C(SC=C2)C1)C(=O)OC (methyl 6-fluorobenzo[b]thiophene-5-carboxylate). Run in C(C)(=O)OCC (ethyl acetate), CN(C=O)C (N,N-dimethylformamide). Reaction conditions: temperature 80 celsius, time 4 hour. The product is COC=1C(=CC2=C(SC=C2)C1)C(=O)OC (methyl 6-methoxybenzo[b]thiophene-5-carboxylate). As a reaction SMILES: F[C:2]1[C:3]([C:11]([O:13][CH3:14])=[O:12])=[CH:4][C:5]2[CH:9]=[CH:8][S:7][C:6]=2[CH:10]=1.[CH3:15][OH:16].C[O-].[Na+].O>CN(C)C=O.C(OCC)(=O)C>[CH3:15][O:16][C:2]1[C:3]([C:11]([O:13][CH3:14])=[O:12])=[CH:4][C:5]2[CH:9]=[CH:8][S:7][C:6]=2[CH:10]=1 |f:2.3|. Procedure: In 35 ml of N,N-dimethylformamide is dissolved 7.00 g of methyl 6-fluorobenzo[b]thiophene-5-carboxylate, to which is added 7.1 mL of a 28% methanol solution of sodium methoxide. The mixture is stirred at 80° C. for 4 hours. Water and ethyl acetate are added to the reaction mixture, and the organic layer is separated. The organic layer is washed with water and saturated aqueous solution of sodium chloride successively and dried over anhydrous magnesium sulfate, the solvent is distilled off under ... RXN SMILES: [CH3:1][N:2]1[CH2:7][CH2:6][CH:5]([C:8]2[C:16]3[C:11](=[CH:12][CH:13]=[CH:14][CH:15]=3)[NH:10][CH:9]=2)[CH2:4][CH2:3]1.[F:17][C:18]1[CH:23]=[CH:22][C:21]([S:24](Cl)(=[O:26])=[O:25])=[CH:20][CH:19]=1>>[F:17][C:18]1[CH:23]=[CH:22][C:21]([S:24]([N:10]2[C:11]3[C:16](=[CH:15][CH:14]=[CH:13][CH:12]=3)[C:8]([CH:5]3[CH2:4][CH2:3][N:2]([CH3:1])[CH2:7][CH2:6]3)=[CH:9]2)(=[O:26])=[O:25])=[CH:20][CH:19]=1. Product: FC1=CC=C(C=C1)S(=O)(=O)N1C=C(C2=CC=CC=C12)C1CCN(CC1)C (1-(4-Fluorophenylsulfonyl)-3-(1-methyl-4-piperidinyl)indole). Reported procedure: (17.0 mg, 46%), from 3-(1-methyl-4-piperidinyl)-1H-indole (Example 5d, 21.5 mg, 0.1 mmol) and 4-fluorophenylsulfonyl chloride (29.2 mg, 0.15 mmol), HRMS-FAB+ for C20H21N2O2SF, calculated MH+ : 373.13861; found: 373.13669. The reactants are CN1CCC(CC1)C1=CNC2=CC=CC=C12 (3-(1-methyl-4-piperidinyl)-1H-indole), FC1=CC=C(C=C1)S(=O)(=O)Cl (4-fluorophenylsulfonyl chloride).